This data is from the Open Reaction Database (ORD), a public repository of structured organic reaction records. The task is: describe an organic reaction: reactants, conditions, products, and yield The reactants are C1(=CC=CC=C1)[Mg]Br (phenyl magnesium bromide), C(C1=CC=CC=C1)N(C(=O)CCC(=O)N1[C@@H](CCC1)C=O)C ((2S)-1-[3-(N-benzyl-N-methylcarbamoyl)propanoyl]pyrrolidin-2-al), [Cl-].[NH4+] (ammonium chloride). Solvent: C1CCOC1 (THF), C1CCOC1 (THF). Conditions: time 30 minute. Product: C1(=CC=CC=C1)C(O)[C@H]1N(CCC1)C(CCC(N(C)CC1=CC=CC=C1)=O)=O ((1RS)-1-phenyl-1-[(2S)-1-[3-(N-benzyl-N-methylcarbamoyl) propanoyl]pyrrolidin-2-yl]methanol). Reaction SMILES: [CH2:1]([N:8]([CH3:22])[C:9]([CH2:11][CH2:12][C:13]([N:15]1[CH2:19][CH2:18][CH2:17][C@H:16]1[CH:20]=[O:21])=[O:14])=[O:10])[C:2]1[CH:7]=[CH:6][CH:5]=[CH:4][CH:3]=1.[C:23]1([Mg]Br)[CH:28]=[CH:27][CH:26]=[CH:25][CH:24]=1.[Cl-].[NH4+]>C1COCC1>[C:23]1([CH:20]([C@@H:16]2[CH2:17][CH2:18][CH2:19][N:15]2[C:13](=[O:14])[CH2:12][CH2:11][C:9](=[O:10])[N:8]([CH2:1][C:2]2[CH:3]=[CH:4][CH:5]=[CH:6][CH:7]=2)[CH3:22])[OH:21])[CH:28]=[CH:27][CH:26]=[CH:25][CH:24]=1 |f:2.3|. Procedure: A solution of (2S)-1-[3-(N-benzyl-N-methylcarbamoyl)propanoyl]pyrrolidin-2-al (200 mg) in THF (5 ml) was cooled to -25° C. A solution of phenyl magnesium bromide in THF (2M, 0.49 ml) was added dropwise to the solution. The reaction solution was stirred for 30 mins, at the same temperature, and for 30 mins at 0° C. A saturated aq. solution of ammonium chloride was added to the reaction solution. The mixture was extracted with EtOAc. The extract was washed, dried, and evaporated. The residue was p... The reactants are C1(CC(C1)OCc1ccccc1)N1CCOCC1. The reagents and catalysts are c1ccc(cc1)-c2c3ccccc3cc4ccccc24 (9-Phenylanthracene), Cl (HCl), N.Cl (20% Pd(OH)2/C). Solvent: CC(=O)O (AcOH), O (H2O). Reaction conditions: temperature 50 celsius, time 18 hour. Yields the product OC1CC(C1)N2CCOCC2. Reaction SMILES: C(c1ccccc1)[O:1][CH:2]2[CH2:5][CH:4]([N:6]3[CH2:11][CH2:10][O:9][CH2:8][CH2:7]3)[CH2:3]2>>[OH:1][CH:2]1[CH2:5][CH:4]([N:6]2[CH2:11][CH2:10][O:9][CH2:8][CH2:7]2)[CH2:3]1. Reactants: CN1CCOCC1 (N-methylmorpholine), C(CCl)Cl (EDC), C=1C=CC2=C(C1)N=NN2O (HOBt), C(C)(C)(C)OC(=O)N[C@H](CC(C)(C)C)C(=O)O (N-(tert-butoxycarbonyl)-3-tert-butyl-D-alanine), COC([C@@H](N)CC=1C=NC=CC1)=O (3-(3-pyridyl)-L-alanine methyl ester). The solvent is ClCCl (dichloromethane), ClCCl (dichloromethane). Yields the product COC([C@@H](NC([C@H](NC(=O)OC(C)(C)C)CC(C)(C)C)=O)CC=1C=NC=CC1)=O (N-(tert-Butoxycarbonyl)-3-(tert-butyl)-D-alanyl-3-(3-pyridyl)-L-alanine methyl ester). Reaction SMILES: CN1CCOCC1.C(Cl)CCl.C1C=CC2N(O)N=NC=2C=1.[C:22]([O:26][C:27]([NH:29][C@@H:30]([C:36]([OH:38])=O)[CH2:31][C:32]([CH3:35])([CH3:34])[CH3:33])=[O:28])([CH3:25])([CH3:24])[CH3:23].[CH3:39][O:40][C:41](=[O:51])[C@H:42]([CH2:44][C:45]1[CH:46]=[N:47][CH:48]=[CH:49][CH:50]=1)[NH2:43]>ClCCl>[CH3:39][O:40][C:41](=[O:51])[C@H:42]([CH2:44][C:45]1[CH:46]=[N:47][CH:48]=[CH:49][CH:50]=1)[NH:43][C:36](=[O:38])[C@@H:30]([CH2:31][C:32]([CH3:33])([CH3:34])[CH3:35])[NH:29][C:27]([O:26][C:22]([CH3:23])([CH3:24])[CH3:25])=[O:28]. Procedure: N-methylmorpholine (5 equivalents, 6.0 mmol), EDC (2.5 equivalents, 3.0 mmol) and HOBt (2.5 equivalents, 3.0 mmol) are added slowly to a solution of N-(tert-butoxycarbonyl)-3-tert-butyl-D-alanine (1.0 equivalent, 1.2 mmol) and 3-(3-pyridyl)-L-alanine methyl ester (1.0 equivalent, 1.2 mmol) in dry dichloromethane (3 ml) at −30° C. The reaction mixture slowly (approx. 12 h) warms to room temperature, with complete conversion being observed by means of HPLC (method 36). The reaction mixture is work... Reactants: FC(C(F)(F)F)(CCCCCCCCCCCOS(=O)(=O)C)F (11-(pentafluoroethyl)-1-(methanesulfonyloxy)undecane), NC1=CC=C(C(=O)OCC)C=C1 (ethyl p-aminobenzoate), C(C)O (ethanol). Solvent: C(C)O.O (ethanol water), CN(P(=O)(N(C)C)N(C)C)C (hexamethylphosphoramide). Product: FC(C(F)(F)F)(CCCCCCCCCCCNC1=CC=C(C(=O)OCC)C=C1)F (Ethyl 4-[11-(pentafluoroethyl)undecylamino]benzoate). Reaction SMILES: [F:1][C:2]([F:23])([CH2:7][CH2:8][CH2:9][CH2:10][CH2:11][CH2:12][CH2:13][CH2:14][CH2:15][CH2:16][CH2:17]OS(C)(=O)=O)[C:3]([F:6])([F:5])[F:4].[NH2:24][C:25]1[CH:35]=[CH:34][C:28]([C:29]([O:31][CH2:32][CH3:33])=[O:30])=[CH:27][CH:26]=1.C(O)C>CN(C)P(N(C)C)(N(C)C)=O.C(O)C.O>[F:1][C:2]([F:23])([CH2:7][CH2:8][CH2:9][CH2:10][CH2:11][CH2:12][CH2:13][CH2:14][CH2:15][CH2:16][CH2:17][NH:24][C:25]1[CH:26]=[CH:27][C:28]([C:29]([O:31][CH2:32][CH3:33])=[O:30])=[CH:34][CH:35]=1)[C:3]([F:6])([F:5])[F:4] |f:4.5|. Procedure details: A solution of 18.1 g. of 11-(pentafluoroethyl)-1-(methanesulfonyloxy)undecane and 19.8 g. of ethyl p-aminobenzoate in hexamethylphosphoramide is heated at 120° C. for 20 hours. After cooling, the reaction mixture is diluted with ethanol:water (1:1) (30 ml.) and chilled. More ethanol is added, the mixture is filtered and the solid residue is recrystallized from ethanol to yield the product as a white solid. Reactants: C(C)OC(C=CC1=NC(=CC=C1OCC(=O)N1[C@@H](CN([C@H](C1)C)CC1=CC=C(C=C1)F)C)C)=O (3-(3-{2-[4-(4-fluoro-benzyl)-(2R,5S)-2,5-dimethyl-piperazin-1-yl]-2-oxo-ethoxy}-6-methyl-pyridin-2-yl)-acrylic acid ethyl ester). Reagents/catalysts: [Pt]=O (platinum oxide). Run in CCO (EtOH). Run at time 90 minute. Yields the product C(C)OC(CCC1=NC(=CC=C1OCC(=O)N1[C@@H](CN([C@H](C1)C)CC1=CC=C(C=C1)F)C)C)=O (3-(3-{2-[4-(4-Fluoro-benzyl)-(2R,5S)-2,5-dimethyl-piperazin-1-yl]-2-oxo-ethoxy}-6-methyl-pyridin-2-yl)-propionic acid ethyl ester). Isolated yield 92.2%. As a reaction SMILES: [CH2:1]([O:3][C:4](=[O:34])[CH:5]=[CH:6][C:7]1[C:12]([O:13][CH2:14][C:15]([N:17]2[CH2:22][C@H:21]([CH3:23])[N:20]([CH2:24][C:25]3[CH:30]=[CH:29][C:28]([F:31])=[CH:27][CH:26]=3)[CH2:19][C@H:18]2[CH3:32])=[O:16])=[CH:11][CH:10]=[C:9]([CH3:33])[N:8]=1)[CH3:2]>CCO.[Pt]=O>[CH2:1]([O:3][C:4](=[O:34])[CH2:5][CH2:6][C:7]1[C:12]([O:13][CH2:14][C:15]([N:17]2[CH2:22][C@H:21]([CH3:23])[N:20]([CH2:24][C:25]3[CH:30]=[CH:29][C:28]([F:31])=[CH:27][CH:26]=3)[CH2:19][C@H:18]2[CH3:32])=[O:16])=[CH:11][CH:10]=[C:9]([CH3:33])[N:8]=1)[CH3:2]. Procedure details: To a solution of 3-(3-{2-[4-(4-fluoro-benzyl)-(2R,5S)-2,5-dimethyl-piperazin-1-yl]-2-oxo-ethoxy}-6-methyl-pyridin-2-yl)-acrylic acid ethyl ester (0.54 g, 1.15 mmol) in EtOH (5.0 mL) was added platinum oxide (0.050 g) and the mixture was hydrogenated at 45 psi for 90 minutes. The mixture was filtered through celite and concentrated in vacuo to give the title compound (0.50 g). Starting materials: OC(C)C=1N=C(NC1C(=O)OCC)CCC (ethyl 4-(1-hydroxyethyl)-2-propylimidazole-5-carboxylate), C(C1=CC=CC=C1)(C1=CC=CC=C1)(C1=CC=CC=C1)N1N=NN=C1C1=C(C=CC=C1)C1=CC=C(CBr)C=C1 (4-[2-(trityltetrazol-5-yl)phenyl]benzyl bromide), CC(C)([O-])C.[K+] (potassium t-butoxide). The product is OC(C)C=1N=C(N(C1C(=O)OCC)CC1=CC=C(C=C1)C1=C(C=CC=C1)C1=NN=NN1C(C1=CC=CC=C1)(C1=CC=CC=C1)C1=CC=CC=C1)CCC (Ethyl 4-(1-hydroxyethyl)-2-propyl-1-{4-[2-(trityltetrazol-5-yl)phenyl]phenyl}methylimidazole-5-carboxylate). Isolated yield 72.6%. As a reaction SMILES: [OH:1][CH:2]([C:4]1[N:5]=[C:6]([CH2:14][CH2:15][CH3:16])[NH:7][C:8]=1[C:9]([O:11][CH2:12][CH3:13])=[O:10])[CH3:3].[C:17]([N:36]1[C:40]([C:41]2[CH:46]=[CH:45][CH:44]=[CH:43][C:42]=2[C:47]2[CH:54]=[CH:53][C:50]([CH2:51]Br)=[CH:49][CH:48]=2)=[N:39][N:38]=[N:37]1)([C:30]1[CH:35]=[CH:34][CH:33]=[CH:32][CH:31]=1)([C:24]1[CH:29]=[CH:28][CH:27]=[CH:26][CH:25]=1)[C:18]1[CH:23]=[CH:22][CH:21]=[CH:20][CH:19]=1.CC(C)([O-])C.[K+]>>[OH:1][CH:2]([C:4]1[N:5]=[C:6]([CH2:14][CH2:15][CH3:16])[N:7]([CH2:51][C:50]2[CH:49]=[CH:48][C:47]([C:42]3[CH:43]=[CH:44][CH:45]=[CH:46][C:41]=3[C:40]3[N:36]([C:17]([C:30]4[CH:35]=[CH:34][CH:33]=[CH:32][CH:31]=4)([C:24]4[CH:25]=[CH:26][CH:27]=[CH:28][CH:29]=4)[C:18]4[CH:23]=[CH:22][CH:21]=[CH:20][CH:19]=4)[N:37]=[N:38][N:39]=3)=[CH:54][CH:53]=2)[C:8]=1[C:9]([O:11][CH2:12][CH3:13])=[O:10])[CH3:3] |f:2.3|. Procedure details: Following a procedure similar to that described in Example 35(a), but using 113 mg of ethyl 4-(1-hydroxyethyl)-2-propylimidazole-5-carboxylate [prepared as described in Preparation 23(iii)], 280 mg of 4-[2-(trityltetrazol-5-yl)phenyl]benzyl bromide and 60 mg of potassium t-butoxide, 255 mg of the title compound were obtained as a viscous oil. The Nuclear Magnetic Resonance Spectrum of this compound was identical with that of the compound obtained as described in Example 40(b).